From a dataset of the Open Reaction Database (ORD), a public repository of structured organic reaction records. describe an organic reaction: reactants, conditions, products, and yield Starting materials: C(C)(C)(C)OC(=O)N1NC(C2=CC=C(C=C12)N)=O (6-Amino-3-oxo-2,3-dihydro-indazole-1-carboxylic acid tert-butyl ester), C1(CC1)C=1C=C(NN1)NC1=NC(=NC(=N1)Cl)Cl ((5-Cyclopropyl-2H-pyrazol-3-yl)-(4,6-dichloro-[1,3,5]triazin-2-yl)-amine). The solvent is C(CCC)O (n-butanol). Run at time 2 hour. Product: ClC1=NC(=NC(=N1)NC=1NN=C(C1)C1CC1)NC1=CC=C2C(NNC2=C1)=O (6-[4-Chloro-6-(5-cyclopropyl-2H-pyrazol-3-ylamino)-[1,3,5]triazin-2-ylamino]-1,2-dihydro-indazol-3-one). Yield: 21.2%. As a reaction SMILES: C(OC([N:8]1[C:16]2[C:11](=[CH:12][CH:13]=[C:14]([NH2:17])[CH:15]=2)[C:10](=[O:18])[NH:9]1)=O)(C)(C)C.[CH:19]1([C:22]2[CH:23]=[C:24]([NH:27][C:28]3[N:33]=[C:32](Cl)[N:31]=[C:30]([Cl:35])[N:29]=3)[NH:25][N:26]=2)[CH2:21][CH2:20]1>C(O)CCC>[Cl:35][C:30]1[N:29]=[C:28]([NH:27][C:24]2[NH:25][N:26]=[C:22]([CH:19]3[CH2:21][CH2:20]3)[CH:23]=2)[N:33]=[C:32]([NH:17][C:14]2[CH:15]=[C:16]3[C:11]([C:10](=[O:18])[NH:9][NH:8]3)=[CH:12][CH:13]=2)[N:31]=1. Procedure: 6-Amino-3-oxo-2,3-dihydro-indazole-1-carboxylic acid tert-butyl ester (69 mg, 0.277 mmol) and (5-Cyclopropyl-2H-pyrazol-3-yl)-(4,6-dichloro-[1,3,5]triazin-2-yl)-amine (50 mg, 0.184 mmol) were taken into 1 ml of n-butanol and stirred at room temperature for 2 hours. The solvent was evaporated in vacuo and the resulting white solid residue dissolved in dichloromethane-trifluoro acetic acid (1:1 mixture, 2 ml. After 3 hours, the solvent was evaporated in vacuo and the crude product purified by prep...